The task is: describe an organic reaction: reactants, conditions, products, and yield. This data is from the Open Reaction Database (ORD), a public repository of structured organic reaction records. The product is CC=1C=2C=CC(=CC2C(CC1)(C)C)C#CC1=CC=C(C(=O)O)C=C1 (4-[(7,8-dihydro-5,8,8-trimethylnaphth-2-yl)ethynyl]benzoic acid). Reactants: CC1(CC=C(C=2C=CC(=CC12)C#CC1=C(C(=O)O)C=CC=C1)C1=CC=CC=C1)C (((7,8-dihydro-8,8-dimethyl-5-phenylnaphth-2-yl)ethynyl]benzoic acid), CC1(CC=C(C=2C=CC(=CC12)C#CC1=C(C(=O)O)C=CC=C1)C1=CC=CC=C1)C (((7,8-dihydro-8,8-dimethyl-5-phenylnaphth-2-yl)ethynyl]benzoic acid), CC=1C=2C=CC(=CC2C(CC1)(C)C)C#CC1=CC=C(C(=O)OCC)C=C1 (ethyl 4-[(7,8-dihydro-5,8,8-trimethylnaphth-2-yl)ethynyl]benzoate), CC=1C=2C=CC(=CC2C(CC1)(C)C)C#CC1=CC=C(C(=O)OCC)C=C1 (ethyl 4-[(7,8-dihydro-5,8,8-trimethylnaphth-2-yl)ethynyl]benzoate). As a reaction SMILES: CC1(C)C2C=C(C#CC3C=CC=CC=3C(O)=O)C=CC=2C(C2C=CC=CC=2)=CC1.[CH3:30][C:31]1[C:32]2[CH:33]=[CH:34][C:35]([C:43]#[C:44][C:45]3[CH:55]=[CH:54][C:48]([C:49]([O:51]CC)=[O:50])=[CH:47][CH:46]=3)=[CH:36][C:37]=2[C:38]([CH3:42])([CH3:41])[CH2:39][CH:40]=1>>[CH3:30][C:31]1[C:32]2[CH:33]=[CH:34][C:35]([C:43]#[C:44][C:45]3[CH:55]=[CH:54][C:48]([C:49]([OH:51])=[O:50])=[CH:47][CH:46]=3)=[CH:36][C:37]=2[C:38]([CH3:41])([CH3:42])[CH2:39][CH:40]=1. Reported procedure: Employing the same general procedure as for the preparation of 4-[(7,8-dihydro-8,8-dimethyl-5-phenylnaphth-2-yl)ethynyl]benzoic acid (Compound 97), 37 mg (0.11 mmol) of ethyl 4-[(7,8-dihydro-5,8,8-trimethylnaphth-2-yl)ethynyl]benzoate (Compound 95) was converted to the title compound (white solid) using 23 mg (1.1 ml, 0.54 mmol) of LiOH (0.5 M aqueous solution). Starting materials: CCO, Cc1ccc(-c2c(-c3cn(N)c(C)n3)cnn2C)cc1, CCOC=N, Cl. Product: Cc1ccc(-c2c(-c3cn(NC=N)c(C)n3)cnn2C)cc1. RXN SMILES: [CH3:27][CH2:28][OH:29].[CH3:7][c:8]1[n:9]([NH2:26])[cH:10][c:11](-[c:13]2[cH:14][n:15][n:16]([CH3:25])[c:17]2-[c:18]2[cH:19][cH:20][c:21]([CH3:24])[cH:22][cH:23]2)[n:12]1.[CH:2]([O:3][CH2:4][CH3:5])=[NH:6].[ClH:1]>>[CH:2](=[NH:6])[NH:26][n:9]1[c:8]([CH3:7])[n:12][c:11](-[c:13]2[cH:14][n:15][n:16]([CH3:25])[c:17]2-[c:18]2[cH:19][cH:20][c:21]([CH3:24])[cH:22][cH:23]2)[cH:10]1. Starting materials: O (water), ClC1=CC2=C(CC3(CN(CC4=CC=CC=C34)C(=O)OC3=CC=CC=C3)O2)C=C1 (6-chloro-2'-phenoxycarbonylspiro[benzofuran-2(3H),4'(2'H)-isoquinoline]), [OH-].[K+] (potassium hydroxide), O (water). The solvent is C(CC)O (n-propanol). Product: Cl.ClC1=CC2=C(CC3(CNCC4=CC=CC=C34)O2)C=C1 (6-Chlorospiro[benzofuran-2(3H),4'(2'H)-isoquinoline] hydrochloride). The yield is 137.3%. As a reaction SMILES: [Cl:1][C:2]1[CH:28]=[CH:27][C:5]2[CH2:6][C:7]3([O:26][C:4]=2[CH:3]=1)[C:16]1[C:11](=[CH:12][CH:13]=[CH:14][CH:15]=1)[CH2:10][N:9](C(OC1C=CC=CC=1)=O)[CH2:8]3.[OH-].[K+].O>C(O)CC>[ClH:1].[Cl:1][C:2]1[CH:28]=[CH:27][C:5]2[CH2:6][C:7]3([O:26][C:4]=2[CH:3]=1)[C:16]1[C:11](=[CH:12][CH:13]=[CH:14][CH:15]=1)[CH2:10][NH:9][CH2:8]3 |f:1.2,5.6|. Procedure: A mixture of 6-chloro-2'-phenoxycarbonylspiro[benzofuran-2(3H),4'(2'H)-isoquinoline] (25.0 g), potassium hydroxide (25 g) and water (25 ml) in n-propanol (250 ml) is heated under reflux for four hours. Removal of the solvent under reduced pressure yields a solid which is stirred with water (500 ml) and extracted with ether. The combined ether extract is washed with 3 N hydrochloric acid and basified with saturated sodium carbonate solution. The material which separates is extracted with ether, w... Reactants: CCO, CCOC(=O)CCN(C)C(=O)c1ccc(NC(c2oc3ccc(F)cc3c2C)C2CCCCC2)cn1, [Na+], C1CCOC1, [OH-]. Yields the product Cc1c(C(Nc2ccc(C(=O)N(C)CCC(=O)O)nc2)C2CCCCC2)oc2ccc(F)cc12. As a reaction SMILES: [CH3:44][CH2:45][OH:46].[CH:1]1([CH:7]([c:8]2[o:9][c:10]3[c:11]([c:12]2[CH3:13])[cH:14][c:15]([F:18])[cH:16][cH:17]3)[NH:19][c:20]2[cH:21][cH:22][c:23]([C:26](=[O:27])[N:28]([CH2:29][CH2:30][C:31](=[O:32])[O:33][CH2:34][CH3:35])[CH3:36])[n:24][cH:25]2)[CH2:2][CH2:3][CH2:4][CH2:5][CH2:6]1.[Na+:43].[O:37]1[CH2:38][CH2:39][CH2:40][CH2:41]1.[OH-:42]>>[CH:1]1([CH:7]([c:8]2[o:9][c:10]3[c:11]([c:12]2[CH3:13])[cH:14][c:15]([F:18])[cH:16][cH:17]3)[NH:19][c:20]2[cH:21][cH:22][c:23]([C:26](=[O:27])[N:28]([CH2:29][CH2:30][C:31](=[O:32])[OH:33])[CH3:36])[n:24][cH:25]2)[CH2:2][CH2:3][CH2:4][CH2:5][CH2:6]1. Reactants: IC=1C=CC2=C(C3=C(O2)CCC=C3)C1 (8-iodo-3,4-dihydrodibenzo[b,d]furan), C1=CC=CC=2C3=CC=CC=C3N(C12)C=1C=CC=2NC3=CC=CC=C3C2C1 (3-(9-carbazolyl)carbazole), P(C(C)(C)C)(C(C)(C)C)C(C)(C)C (P(t-Bu)3), [K] (potassium). The reagents and catalysts are CC(=O)[O-].CC(=O)[O-].[Pd+2] (Pd(OAc)2). Solvent: C=1(C(=CC=CC1)C)C (xylene). Conditions: time 24 hour. Product: C1=C(C=CC=2OC3=C(C21)C=CC=C3)N3C2=CC=CC=C2C=2C=C(C=CC32)N3C2=CC=CC=C2C=2C=CC=CC32 (9-(dibenzo[b,d]furan-2-yl)-9H-3,9′-bicarbazole). Isolated yield 82.2%. Reaction SMILES: I[C:2]1[CH:3]=[CH:4][C:5]2[O:9][C:8]3[CH2:10][CH2:11][CH:12]=[CH:13][C:7]=3[C:6]=2[CH:14]=1.[CH:15]1[C:27]2[N:26]([C:28]3[CH:29]=[CH:30][C:31]4[NH:32][C:33]5[C:38]([C:39]=4[CH:40]=3)=[CH:37][CH:36]=[CH:35][CH:34]=5)[C:25]3[C:20](=[CH:21][CH:22]=[CH:23][CH:24]=3)[C:19]=2[CH:18]=[CH:17][CH:16]=1.P(C(C)(C)C)(C(C)(C)C)C(C)(C)C.[K]>CC([O-])=O.CC([O-])=O.[Pd+2].C1(C)C(C)=CC=CC=1>[CH:14]1[C:6]2[C:7]3[CH:13]=[CH:12][CH:11]=[CH:10][C:8]=3[O:9][C:5]=2[CH:4]=[CH:3][C:2]=1[N:32]1[C:31]2[CH:30]=[CH:29][C:28]([N:26]3[C:27]4[CH:15]=[CH:16][CH:17]=[CH:18][C:19]=4[C:20]4[C:25]3=[CH:24][CH:23]=[CH:22][CH:21]=4)=[CH:40][C:39]=2[C:38]2[C:33]1=[CH:34][CH:35]=[CH:36][CH:37]=2 |f:4.5.6,^1:53|. Procedure: The 100 mL round bottom flask, equipped with magnetic stirrer and refluxed condenser, was charged with 8-iodo-3,4-dihydrodibenzo[b,d]furan (332 mg, 1 mmol), 3-(9-carbazolyl)carbazole (294 mg, 1 mmol), Pd(OAc)2 (23 mg, 10 mol %), P(t-Bu)3 (1 mL of 1M solution in toluene, 1 mmol), potassium tert-buthoxide (150 mg, 1.5 eq) and 100 ml of xylene. The flask was filled with nitrogen, and the reaction mixture was heated to reflux and stirred under nitrogen atmosphere for 24 hours. Then reaction was cool... Starting materials: CC(C)(C)CC(=O)O, Cl, Cl, Cl, NC1CCC(CCN2CCN(c3nccc4c3OCC4)CC2)CC1. The product is CC(C)(C)CC(=O)NC1CCC(CCN2CCN(c3nccc4c3OCC4)CC2)CC1. As a reaction SMILES: [CH3:28][C:29]([CH2:30][C:31](=[O:32])[OH:33])([CH3:34])[CH3:35].[ClH:1].[ClH:2].[ClH:3].[O:4]1[CH2:5][CH2:6][c:7]2[c:8]1[c:9]([N:13]1[CH2:14][CH2:15][N:16]([CH2:19][CH2:20][CH:21]3[CH2:22][CH2:23][CH:24]([NH2:27])[CH2:25][CH2:26]3)[CH2:17][CH2:18]1)[n:10][cH:11][cH:12]2>>[O:4]1[CH2:5][CH2:6][c:7]2[c:8]1[c:9]([N:13]1[CH2:14][CH2:15][N:16]([CH2:19][CH2:20][CH:21]3[CH2:22][CH2:23][CH:24]([NH:27][C:31]([CH2:30][C:29]([CH3:28])([CH3:34])[CH3:35])=[O:32])[CH2:25][CH2:26]3)[CH2:17][CH2:18]1)[n:10][cH:11][cH:12]2. Reactants: CN(C)C=O, CON=Cc1cc(-n2c(=O)cc(C(F)(F)F)[nH]c2=O)ccc1Cl, [H-], NOc1ccc([N+](=O)[O-])cc1[N+](=O)[O-], [Na+], O. Product: CON=Cc1cc(-n2c(=O)cc(C(F)(F)F)n(N)c2=O)ccc1Cl. Reaction SMILES: [CH3:41][N:42]([CH3:43])[CH:44]=[O:45].[Cl:3][c:4]1[c:5]([CH:22]=[N:23][O:24][CH3:25])[cH:6][c:7](-[n:10]2[c:11](=[O:21])[nH:12][c:13]([C:17]([F:18])([F:19])[F:20])[cH:14][c:15]2=[O:16])[cH:8][cH:9]1.[H-:1].[N+:26]([c:27]1[cH:28][c:29]([N+:30]([O-:31])=[O:32])[cH:33][cH:34][c:35]1[O:36][NH2:37])([O-:38])=[O:39].[Na+:2].[OH2:40]>>[Cl:3][c:4]1[c:5]([CH:22]=[N:23][O:24][CH3:25])[cH:6][c:7](-[n:10]2[c:11](=[O:21])[n:12]([NH2:26])[c:13]([C:17]([F:18])([F:19])[F:20])[cH:14][c:15]2=[O:16])[cH:8][cH:9]1. The reactants are CC#N, COC(=O)C1=C(C)NC(C)=C(C(=O)OC)C1c1cc([N+](=O)[O-])ccc1OCC=CCCl, NCC(O)COc1ccccc1. The product is COC(=O)C1=C(C)NC(C)=C(C(=O)OC)C1c1cc([N+](=O)[O-])ccc1OCC=CCNCC(O)COc1ccccc1. As a reaction SMILES: [CH3:44][C:45]#[N:46].[Cl:1][CH2:2][CH:3]=[CH:4][CH2:5][O:6][c:7]1[c:8]([CH:16]2[C:17]([C:28](=[O:29])[O:30][CH3:31])=[C:18]([CH3:27])[NH:19][C:20]([CH3:26])=[C:21]2[C:22](=[O:23])[O:24][CH3:25])[cH:9][c:10]([N+:13](=[O:14])[O-:15])[cH:11][cH:12]1.[OH:32][CH:33]([CH2:34][NH2:35])[CH2:36][O:37][c:38]1[cH:39][cH:40][cH:41][cH:42][cH:43]1>>[CH2:2]([CH:3]=[CH:4][CH2:5][O:6][c:7]1[c:8]([CH:16]2[C:17]([C:28](=[O:29])[O:30][CH3:31])=[C:18]([CH3:27])[NH:19][C:20]([CH3:26])=[C:21]2[C:22](=[O:23])[O:24][CH3:25])[cH:9][c:10]([N+:13](=[O:14])[O-:15])[cH:11][cH:12]1)[NH:35][CH2:34][CH:33]([OH:32])[CH2:36][O:37][c:38]1[cH:39][cH:40][cH:41][cH:42][cH:43]1. Starting materials: FC(CN)(F)F (2,2,2-trifluoroethylamine), Cl.C(C)(OCC)=N (ethyl acetimidate hydrochloride). Run in C(C)O (ethanol). Conditions: time 90 minute. Product: Cl.FC(CNC(C)=N)(F)F (N-(2,2,2-Trifluoro-ethyl)acetamidine hydrochloride). As a reaction SMILES: [F:1][C:2]([F:6])([F:5])[CH2:3][NH2:4].[ClH:7].[C:8](=[NH:13])(OCC)[CH3:9]>C(O)C>[ClH:7].[F:1][C:2]([F:6])([F:5])[CH2:3][NH:4][C:8](=[NH:13])[CH3:9] |f:1.2,4.5|. Reported procedure: A mixture of 2,2,2-trifluoroethylamine (3 ml), ethyl acetimidate hydrochloride (4.8 g) and ethanol (12 ml) was stirred at room temperature for 90 minutes, and then stirred overnight at 80° C. The reaction mixture was concentrated under reduced pressure to obtain the title compound (6.66 g). The reactants are C1=CC=CC=2C3=CC=CC=C3C(C12)COC(=O)N[C@@H](CC1=CC=CC=C1)C(=O)NCC(=O)O (N-(N-(9-fluorenylmethyloxycarbonyl)-L-phenylalanyl)glycine), N1CCCCC1 (piperidine). The solvent is CN(C)C=O (DMF). Conditions: time 1 hour. Yields the product N[C@@H](CC1=CC=CC=C1)C(=O)NCC(=O)O (N-(L-phenylalanyl)glycine). Reaction SMILES: C1C2C(COC([NH:18][C@H:19]([C:27]([NH:29][CH2:30][C:31]([OH:33])=[O:32])=[O:28])[CH2:20][C:21]3[CH:26]=[CH:25][CH:24]=[CH:23][CH:22]=3)=O)C3C(=CC=CC=3)C=2C=CC=1.N1CCCCC1>CN(C=O)C>[NH2:18][C@H:19]([C:27]([NH:29][CH2:30][C:31]([OH:33])=[O:32])=[O:28])[CH2:20][C:21]1[CH:26]=[CH:25][CH:24]=[CH:23][CH:22]=1. Procedure: Fmoc-protected dipeptide 72 (500 mg, 1.00 mmol) was treated with a 5% v/v solution of piperidine in DMF (5 mL). After stirring for 1 h, the reaction mixture was concentrated to dryness. The crude material was used for the next step without purification.